This data is from the Open Reaction Database (ORD), a public repository of structured organic reaction records. The task is: describe an organic reaction: reactants, conditions, products, and yield The reactants are CCOC(=O)C (EtOAc), N1N=CC=C1 (pyrazole), [H-].[Na+] (NaH), NC=1N=C(C(=NC1Br)C=1C=CC(N(C1)C(C)C)=O)C1=CC=CC=C1 (5-(5-amino-6-bromo-3-phenyl-2-pyrazinyl)-1-isopropyl-2(1H)-pyridone). Solvent: O (water), CN1CCCC1=O (NMP). Run at temperature 100 celsius, time 5 minute. Product: NC=1N=C(C(=NC1N1N=CC=C1)C=1C=CC(N(C1)C(C)C)=O)C1=CC=CC=C1 (5-[5-amino-3-phenyl-6-(1H-pyrazol-1-yl)-2-pyrazinyl]-1-isopropyl-2(1H)-pyridone). Yield: 62.1%. As a reaction SMILES: [NH:1]1[CH:5]=[CH:4][CH:3]=[N:2]1.[H-].[Na+].[NH2:8][C:9]1[N:10]=[C:11]([C:26]2[CH:31]=[CH:30][CH:29]=[CH:28][CH:27]=2)[C:12]([C:16]2[CH:17]=[CH:18][C:19](=[O:25])[N:20]([CH:22]([CH3:24])[CH3:23])[CH:21]=2)=[N:13][C:14]=1Br.CCOC(C)=O>CN1C(=O)CCC1.O>[NH2:8][C:9]1[N:10]=[C:11]([C:26]2[CH:27]=[CH:28][CH:29]=[CH:30][CH:31]=2)[C:12]([C:16]2[CH:17]=[CH:18][C:19](=[O:25])[N:20]([CH:22]([CH3:24])[CH3:23])[CH:21]=2)=[N:13][C:14]=1[N:1]1[CH:5]=[CH:4][CH:3]=[N:2]1 |f:1.2|. Procedure: To a solution of pyrazole (106 mg) in NMP (1.0 ml), was added 60% NaH (52 mg) under ice-bath cooling. After 5 minutes stirring, 5-(5-amino-6-bromo-3-phenyl-2-pyrazinyl)-1-isopropyl-2(1H)-pyridone (100 mg) was added to the mixture. And then the mixture was heated at 100° C. with stirring for 2 hours. After cooling, EtOAc and water were poured into the mixture, and the organic layer was separated, washed with water and brine, and dried over MgSO4. The solvent was removed under reduced pressure, an...